This data is from the Open Reaction Database (ORD), a public repository of structured organic reaction records. The task is: describe an organic reaction: reactants, conditions, products, and yield The reactants are [BH4-], CO, Cl, [K+], O=C(c1cccc2ccccc12)C1CCNCC1. Yields the product OC(c1cccc2ccccc12)C1CCNCC1. As a reaction SMILES: [BH4-:20].[CH3:22][OH:23].[ClH:1].[K+:21].[NH:2]1[CH2:3][CH2:4][CH:5]([C:8](=[O:9])[c:10]2[cH:11][cH:12][cH:13][c:14]3[cH:15][cH:16][cH:17][cH:18][c:19]23)[CH2:6][CH2:7]1>>[NH:2]1[CH2:3][CH2:4][CH:5]([CH:8]([OH:9])[c:10]2[cH:11][cH:12][cH:13][c:14]3[cH:15][cH:16][cH:17][cH:18][c:19]23)[CH2:6][CH2:7]1.